The task is: describe an organic reaction: reactants, conditions, products, and yield. This data is from the Open Reaction Database (ORD), a public repository of structured organic reaction records. Starting materials: CC(=O)O, ClCCl, Cl, N#CCc1ccccc1Cc1ccc(F)cc1, O, O=S(=O)(O)O. Yields the product O=C(O)Cc1ccccc1Cc1ccc(F)cc1. Reaction SMILES: [CH3:25][C:26](=[O:27])[OH:28].[Cl:29][CH2:30][Cl:31].[ClH:24].[F:1][c:2]1[cH:3][cH:4][c:5]([CH2:6][c:7]2[c:8]([CH2:13][C:14]#[N:15])[cH:9][cH:10][cH:11][cH:12]2)[cH:16][cH:17]1.[OH2:18].[S:19]([OH:20])(=[O:21])(=[O:22])[OH:23]>>[F:1][c:2]1[cH:3][cH:4][c:5]([CH2:6][c:7]2[c:8]([CH2:13][C:14](=[O:18])[OH:20])[cH:9][cH:10][cH:11][cH:12]2)[cH:16][cH:17]1. Reactants: [OH-].[Na+] (sodium hydroxide), Cl.[N+](=O)([O-])C1=CC=C(C(=N)N)C=C1 (p-nitrobenzamidine hydrochloride), ClC(Cl)(Cl)S (perchloromethyl mercaptan), ClCCl (dichloromethane). Run in O (water). Conditions: time 2 hour. Product: ClC1=NC(=NS1)C1=CC=C(C=C1)[N+](=O)[O-] (5-Chloro-3-(4-nitro-phenyl)-1,2,4-thiadiazole). Yield: 40.3%. As a reaction SMILES: [OH-].[Na+].Cl.[N+:4]([C:7]1[CH:15]=[CH:14][C:10]([C:11]([NH2:13])=[NH:12])=[CH:9][CH:8]=1)([O-:6])=[O:5].[Cl:16][C:17]([SH:20])(Cl)Cl.ClCCl>O>[Cl:16][C:17]1[S:20][N:13]=[C:11]([C:10]2[CH:9]=[CH:8][C:7]([N+:4]([O-:6])=[O:5])=[CH:15][CH:14]=2)[N:12]=1 |f:0.1,2.3|. Procedure: A solution of 75.6 gm of sodium hydroxide in 100 ml of water was added to a stirred mixture of 101.4 gm of p-nitrobenzamidine hydrochloride, 70 gm of perchloromethyl mercaptan and 760 ml of dichloromethane, while keeping the temperature below -5° C. After additional 2 hours at -5° C., the resulting suspension was filtered, and the organic phase was separated, evaporated to dryness, and the residual solid was recrystallized from 95% ethanol, yielding 45 gm of the title compound, m.p. 143°-145° C. Starting materials: O=C(n1ccnc1)n1ccnc1, CCCN(CCC)CC1C(N)C2CCN1CC2, CNc1cc(OC)c(C(=O)O)cc1Cl, C1CCOC1. Product: CCCN(CCC)CC1C(NC(=O)c2cc(Cl)c(NC)cc2OC)C2CCN1CC2. RXN SMILES: [C:15]([n:16]1[cH:17][cH:18][n:19][cH:20]1)([n:21]1[cH:22][cH:23][n:24][cH:25]1)=[O:26].[CH2:27]([CH2:28][CH3:29])[N:30]([CH2:31][CH2:32][CH3:33])[CH2:34][CH:35]1[N:36]2[CH2:37][CH2:38][CH:39]([CH:40]1[NH2:41])[CH2:42][CH2:43]2.[Cl:1][c:2]1[c:3]([NH:13][CH3:14])[cH:4][c:5]([O:11][CH3:12])[c:6]([C:7](=[O:8])[OH:9])[cH:10]1.[O:44]1[CH2:45][CH2:46][CH2:47][CH2:48]1>>[Cl:1][c:2]1[c:3]([NH:13][CH3:14])[cH:4][c:5]([O:11][CH3:12])[c:6]([C:7](=[O:9])[NH:41][CH:40]2[CH:35]([CH2:34][N:30]([CH2:27][CH2:28][CH3:29])[CH2:31][CH2:32][CH3:33])[N:36]3[CH2:37][CH2:38][CH:39]2[CH2:42][CH2:43]3)[cH:10]1. Starting materials: CO, COC(=O)CC1CCN(c2ccc(NC(=O)c3nnc(Nc4ccc(F)c(F)c4)o3)cn2)CC1, [Na+], [OH-]. Yields the product O=C(O)CC1CCN(c2ccc(NC(=O)c3nnc(Nc4ccc(F)c(F)c4)o3)cn2)CC1. Reaction SMILES: [CH3:37][OH:38].[F:1][c:2]1[cH:3][c:4]([NH:9][c:10]2[n:11][n:12][c:13]([C:15](=[O:16])[NH:17][c:18]3[cH:19][cH:20][c:21]([N:24]4[CH2:25][CH2:26][CH:27]([CH2:30][C:31](=[O:32])[O:33][CH3:34])[CH2:28][CH2:29]4)[n:22][cH:23]3)[o:14]2)[cH:5][cH:6][c:7]1[F:8].[Na+:36].[OH-:35]>>[F:1][c:2]1[cH:3][c:4]([NH:9][c:10]2[n:11][n:12][c:13]([C:15](=[O:16])[NH:17][c:18]3[cH:19][cH:20][c:21]([N:24]4[CH2:25][CH2:26][CH:27]([CH2:30][C:31](=[O:32])[OH:33])[CH2:28][CH2:29]4)[n:22][cH:23]3)[o:14]2)[cH:5][cH:6][c:7]1[F:8]. Starting materials: C(C1=CC=CC=C1)(=O)OOC(C1=CC=CC=C1)=O (Benzoyl peroxide), C1CC(=O)N(C1=O)Br (NBS), CC=1C=C(C=CC1C(=O)OC)C1=CC=C(C=C1)[N+](=O)[O-] (Methyl 3-methyl-4′-nitrobiphenyl-4-carboxylate). The solvent is C(Cl)(Cl)(Cl)Cl (carbon tetrachloride). Conditions: temperature 80 celsius. Product: BrCC=1C=C(C=CC1C(=O)OC)C1=CC=C(C=C1)[N+](=O)[O-] (Methyl 3-(bromomethyl)-4′-nitrobiphenyl-4-carboxylate). Reaction SMILES: [CH3:1][C:2]1[CH:3]=[C:4]([C:12]2[CH:17]=[CH:16][C:15]([N+:18]([O-:20])=[O:19])=[CH:14][CH:13]=2)[CH:5]=[CH:6][C:7]=1[C:8]([O:10][CH3:11])=[O:9].C(OOC(=O)C1C=CC=CC=1)(=O)C1C=CC=CC=1.C1C(=O)N([Br:46])C(=O)C1>C(Cl)(Cl)(Cl)Cl>[Br:46][CH2:1][C:2]1[CH:3]=[C:4]([C:12]2[CH:17]=[CH:16][C:15]([N+:18]([O-:20])=[O:19])=[CH:14][CH:13]=2)[CH:5]=[CH:6][C:7]=1[C:8]([O:10][CH3:11])=[O:9]. Procedure details: The compound of example 220 (5 g, 0.0184 mol) was dissolved in carbon tetrachloride (125 mL). Benzoyl peroxide (250 mg) and NBS (3.6 g, 0.0202 mol) were added and the reaction mixture was refluxed at 80° C. The reaction mixture was cooled to room temperature and filtered through celite. The filtrate was concentrated to yield crude residue containing 85% mono bromo and 10% dibromo product and 5% starting material. The crude title compound obtained was used directly for preparation of compound of ... Starting materials: ClC1=C2C=CC(=NC2=C(C(=C1)C(=O)O)O)C (5-chloro-8-hydroxy-2-methyl-7-quinolinecarboxylic acid), ClC1=CC=C(CN)C=C1 (4-chlorobenzylamine), CCN=C=NCCCN(C)C.Cl (EDC hydrochloride), O.OC1=CC=CC=2NN=NC21 (hydroxybenzotriazole hydrate). The solvent is C(Cl)Cl (CH2Cl2), C1(=CC=CC=C1)C (Toluene), CN(C)C=O (DMF), hexanes. Conditions: time 48 hour. Product: ClC1=C2C=CC(=NC2=C(C(=C1)C(=O)NCC1=CC=C(C=C1)Cl)O)C (5-Chloro-N-[(4-chlorophenyl)methyl]-8-hydroxy-2-methyl-7-quinolinecarboxamide). As a reaction SMILES: [Cl:1][C:2]1[CH:11]=[C:10]([C:12]([OH:14])=O)[C:9]([OH:15])=[C:8]2[C:3]=1[CH:4]=[CH:5][C:6]([CH3:16])=[N:7]2.[Cl:17][C:18]1[CH:25]=[CH:24][C:21]([CH2:22][NH2:23])=[CH:20][CH:19]=1.CCN=C=NCCCN(C)C.Cl.O.OC1C2N=NNC=2C=CC=1>CN(C=O)C.C1(C)C=CC=CC=1.C(Cl)Cl>[Cl:1][C:2]1[CH:11]=[C:10]([C:12]([NH:23][CH2:22][C:21]2[CH:24]=[CH:25][C:18]([Cl:17])=[CH:19][CH:20]=2)=[O:14])[C:9]([OH:15])=[C:8]2[C:3]=1[CH:4]=[CH:5][C:6]([CH3:16])=[N:7]2 |f:2.3,4.5|. Procedure details: To a solution of 5-chloro-8-hydroxy-2-methyl-7-quinolinecarboxylic acid (0.500 g) and 4-chlorobenzylamine (0.28 mL) in 20 mL DMF is added EDC hydrochloride (0.444 g) and hydroxybenzotriazole hydrate (0.312 g). The reaction is stirred at room temperature for 48 h. The mixture is then partitioned between EtOAc and water. The aqueous layer is extracted with EtOAc (3×). The combined organic layers are washed with brine (1×), dried over sodium sulfate and condensed. The residue is stirred in 20 mL 1:... Starting materials: NC=1C(=NC(=CC1Cl)OCC)C(=O)OC (methyl 3-amino-4-chloro-6-ethoxypicolinate), [OH-].[Na+] (sodium hydroxide). The solvent is CO (methanol). The product is NC=1C(=NC(=CC1Cl)OCC)C(=O)O (3-amino-4-chloro-6-ethoxypicolinic Acid). The yield is 12.8%. RXN SMILES: [NH2:1][C:2]1[C:3]([C:12]([O:14]C)=[O:13])=[N:4][C:5]([O:9][CH2:10][CH3:11])=[CH:6][C:7]=1[Cl:8].[OH-].[Na+]>CO>[NH2:1][C:2]1[C:3]([C:12]([OH:14])=[O:13])=[N:4][C:5]([O:9][CH2:10][CH3:11])=[CH:6][C:7]=1[Cl:8] |f:1.2|. Procedure: A solution of the compound prepared in Example 427 (0.025 g) in methanol (1 mL) was treated with sodium hydroxide (0.11 mL) and refluxed for 18 hours. This material was evaporated in vacuo and residue dissolved in water and acidified with 1N hydrochloric acid. The product was extracted with ethyl acetate, dried, and evaporated in vacuo to provide the title compound (0.003 g) having the following physical data. Starting materials: ClC=1N=C(C2=C(N1)C=C(S2)CN2CCC(CC2)N(C)C)N2CCOCC2 ([1-(2-chloro-4-morpholin-4-yl-thieno[3,2-d]pyrimidin-6-ylmethyl)-piperidin-4-yl]dimethylamine), N1=CNC2=C1C=CC=C2 (benzimidazole), Cl (HCl). Run in O1CCOCC1 (1,4-dioxane). Yields the product N1(C=NC2=C1C=CC=C2)C=2N=C(C1=C(N2)C=C(S1)CN1CCC(CC1)N(C)C)N1CCOCC1 (1-((2-(1H-benzo[d]imidazol-1-yl)-4-morpholinothieno[3,2-d]pyrimidin-6-yl)methyl)-N,N-dimethylpiperidin-4-amine). The yield is 61.2%. Reaction SMILES: Cl[C:2]1[N:3]=[C:4]([N:21]2[CH2:26][CH2:25][O:24][CH2:23][CH2:22]2)[C:5]2[S:10][C:9]([CH2:11][N:12]3[CH2:17][CH2:16][CH:15]([N:18]([CH3:20])[CH3:19])[CH2:14][CH2:13]3)=[CH:8][C:6]=2[N:7]=1.[N:27]1[C:31]2[CH:32]=[CH:33][CH:34]=[CH:35][C:30]=2[NH:29][CH:28]=1.Cl>O1CCOCC1>[N:27]1([C:2]2[N:3]=[C:4]([N:21]3[CH2:22][CH2:23][O:24][CH2:25][CH2:26]3)[C:5]3[S:10][C:9]([CH2:11][N:12]4[CH2:13][CH2:14][CH:15]([N:18]([CH3:20])[CH3:19])[CH2:16][CH2:17]4)=[CH:8][C:6]=3[N:7]=2)[C:31]2[CH:32]=[CH:33][CH:34]=[CH:35][C:30]=2[N:29]=[CH:28]1. Procedure details: A mixture of [1-(2-chloro-4-morpholin-4-yl-thieno[3,2-d]pyrimidin-6-ylmethyl)-piperidin-4-yl]dimethylamine (50 mg, 0.13 mmol), benzimidazole (32 mg, 0.27 mmol) and concentrated HCl (53 μL, 0.64 mmol) in 1,4-dioxane (1 mL) was subjected to microwave irradiation at 150° C. for 40 min. The reaction mixture was cooled to ambient temperature and loaded onto an Isolute® SCX-2 cartridge (2 g). The cartridge was then washed with MeOH and the desired product was subsequently eluted using 2 M NH3 in MeOH.... Reactants: C(C)(C)(C)OC(COC1=CC(=CC=C1)CONC(=O)C1C(N(C(C2=CC=CC=C12)=O)C1C(CCCC1)NS(=O)(=O)C)C1=C(C=C(C=C1)Cl)Cl)=O (tert-butyl(3-{[({[(3RS,4RS)-3-(2,4-dichlorophenyl)-2-{(1SR,2SR)-2-[(methylsulfonyl)amino]cyclohexyl}-1-oxo-1,2,3,4-tetrahydroisoquinolin-4-yl]carbonyl}amino)oxy]methyl}phenoxy)acetate), ClC(C)Cl (dichloroethane), FC(C(=O)O)(F)F (trifluoroacetic acid). Reaction conditions: time 2 hour. Yields the product ClC1=C(C=CC(=C1)Cl)C1N(C(C2=CC=CC=C2C1C(=O)NOCC=1C=C(OCC(=O)O)C=CC1)=O)C1C(CCCC1)NS(=O)(=O)C ((3-{[({[(3RS,4RS)-3-(2,4-dichlorophenyl)-2-{(1SR,2SR)-2-[(methylsulfonyl)amino]cyclohexyl}-1-oxo-1,2,3,4-tetrahydroisoquinolin-4-yl]carbonyl}amino)oxy]methyl}phenoxy)acetic acid). The yield is 27.3%. Reaction SMILES: C([O:5][C:6](=[O:50])[CH2:7][O:8][C:9]1[CH:14]=[CH:13][CH:12]=[C:11]([CH2:15][O:16][NH:17][C:18]([CH:20]2[C:29]3[C:24](=[CH:25][CH:26]=[CH:27][CH:28]=3)[C:23](=[O:30])[N:22]([CH:31]3[CH2:36][CH2:35][CH2:34][CH2:33][CH:32]3[NH:37][S:38]([CH3:41])(=[O:40])=[O:39])[CH:21]2[C:42]2[CH:47]=[CH:46][C:45]([Cl:48])=[CH:44][C:43]=2[Cl:49])=[O:19])[CH:10]=1)(C)(C)C.ClC(Cl)C.FC(F)(F)C(O)=O>>[Cl:49][C:43]1[CH:44]=[C:45]([Cl:48])[CH:46]=[CH:47][C:42]=1[CH:21]1[CH:20]([C:18]([NH:17][O:16][CH2:15][C:11]2[CH:10]=[C:9]([CH:14]=[CH:13][CH:12]=2)[O:8][CH2:7][C:6]([OH:50])=[O:5])=[O:19])[C:29]2[C:24](=[CH:25][CH:26]=[CH:27][CH:28]=2)[C:23](=[O:30])[N:22]1[CH:31]1[CH2:36][CH2:35][CH2:34][CH2:33][CH:32]1[NH:37][S:38]([CH3:41])(=[O:40])=[O:39]. Reported procedure: A mixture of 730 mg of tert-butyl(3-{[({[(3RS,4RS)-3-(2,4-dichlorophenyl)-2-{(1SR,2SR)-2-[(methylsulfonyl)amino]cyclohexyl}-1-oxo-1,2,3,4-tetrahydroisoquinolin-4-yl]carbonyl}amino)oxy]methyl}phenoxy)acetate, 5 ml of dichloroethane, and 5 ml of trifluoroacetic acid was stirred at room temperature for 2 hours. The reaction solution was concentrated under reduced pressure, and the obtained residue was purified by silica gel column chromatography (eluent: chloroform-methanol). The crude purified pro... The reactants are CN1CCN(CC1)C=1OC2=C(N1)C=CC=C2 (2-(4-methyl-1-piperazinyl)-benzoxazole), C(C)(=O)OCCBr (bromoethyl acetate). Run in CN(C)C=O (DMF). Conditions: time 1 hour. Yields the product [Br-].C(C)OC(=O)C[N+]1(CCN(CC1)C=1OC2=C(N1)C=CC=C2)C (1-Ethoxycarbonylmethyl-1-methyl-4-(benzoxazol-2-yl)piperazinium bromide). As a reaction SMILES: [CH3:1][N:2]1[CH2:7][CH2:6][N:5]([C:8]2[O:9][C:10]3[CH:16]=[CH:15][CH:14]=[CH:13][C:11]=3[N:12]=2)[CH2:4][CH2:3]1.[C:17]([O:20][CH2:21][CH2:22][Br:23])(=[O:19])[CH3:18]>CN(C=O)C>[Br-:23].[CH2:21]([O:20][C:17]([CH2:18][N+:2]1([CH3:1])[CH2:3][CH2:4][N:5]([C:8]2[O:9][C:10]3[CH:16]=[CH:15][CH:14]=[CH:13][C:11]=3[N:12]=2)[CH2:6][CH2:7]1)=[O:19])[CH3:22] |f:3.4|. Procedure details: A 110 mg portion of 2-(4-methyl-1-piperazinyl)-benzoxazole was dissolved in 3 ml of DMF. Under cooling with ice, 101 mg of bromoethyl acetate was added to the thus prepared solution, and the reaction was carried out for 1 hour at the same temperature and then for 84 hours at room temperature. The reaction solution was concentrated under a reduced pressure, and 5 ml of acetone was added to the resulting residue. The precipitate thus formed was collected by filtration, washed with acetone and then...